This data is from the Open Reaction Database (ORD), a public repository of structured organic reaction records. The task is: describe an organic reaction: reactants, conditions, products, and yield Starting materials: ClC1=NC=CC=C1F (2-chloro-3-fluoropyridine), C1(CCC1)C#N (cyclobutane carbonitrile), C[Si]([N-][Si](C)(C)C)(C)C.[Na+] (sodium hexamethyldisilazide). The solvent is C1(=CC=CC=C1)C (toluene). Reaction conditions: time 8 hour. The product is FC=1C(=NC=CC1)C1(CCC1)C#N (1-(3-fluoropyridin-2-yl)cyclobutanecarbonitrile). Yield: 81.7%. RXN SMILES: Cl[C:2]1[C:7]([F:8])=[CH:6][CH:5]=[CH:4][N:3]=1.[CH:9]1([C:13]#[N:14])[CH2:12][CH2:11][CH2:10]1.C[Si](C)(C)[N-][Si](C)(C)C.[Na+]>C1(C)C=CC=CC=1>[F:8][C:7]1[C:2]([C:9]2([C:13]#[N:14])[CH2:12][CH2:11][CH2:10]2)=[N:3][CH:4]=[CH:5][CH:6]=1 |f:2.3|. Procedure details: To a 0° C. solution of 2-chloro-3-fluoropyridine (80.0 g, 611 mmol, 1.0 equiv) and cyclobutane carbonitrile (49.5 g, 611 mmol, 1.0 equiv) in toluene (500 mL) was added sodium hexamethyldisilazide (2.0 M in THF, 306 mL, 612 mmol, 1.0 equiv) in a dropwise manner. The resulting mixture was allowed to slowly warm to room temperature and stirred overnight. The reaction was then quenched with water (500 mL), and the organic layer was separated from the aqueous layer. The aqueous layer was extracted wi... The reactants are COC(=O)c1ccccc1-c1cc(-c2ccc(OC)cc2)[nH]n1, CC(=O)OC(C)=O, O, c1ccncc1. Product: COC(=O)c1ccccc1-c1cc(-c2ccc(OC)cc2)n(C(C)=O)n1. RXN SMILES: [CH3:1][O:2][c:3]1[cH:4][cH:5][c:6](-[c:9]2[cH:10][c:11](-[c:14]3[c:15]([C:20](=[O:21])[O:22][CH3:23])[cH:16][cH:17][cH:18][cH:19]3)[n:12][nH:13]2)[cH:7][cH:8]1.[CH3:24][C:25](=[O:26])[O:27][C:28](=[O:29])[CH3:30].[OH2:37].[cH:31]1[cH:32][cH:33][n:34][cH:35][cH:36]1>>[CH3:1][O:2][c:3]1[cH:4][cH:5][c:6](-[c:9]2[cH:10][c:11](-[c:14]3[c:15]([C:20](=[O:21])[O:22][CH3:23])[cH:16][cH:17][cH:18][cH:19]3)[n:12][n:13]2[C:25]([CH3:24])=[O:26])[cH:7][cH:8]1. The reactants are CO, COC(=O)c1ccc2c(c1)CC(C)(C)C(c1cccc(NC(=O)C3CC3)c1)N2, [Na+], [OH-], O. Yields the product CC1(C)Cc2cc(C(=O)O)ccc2NC1c1cccc(NC(=O)C2CC2)c1. As a reaction SMILES: [CH3:31][OH:32].[CH:1]1([C:4](=[O:5])[NH:6][c:7]2[cH:8][c:9]([CH:13]3[NH:14][c:15]4[cH:16][cH:17][c:18]([C:25](=[O:26])[O:27][CH3:28])[cH:19][c:20]4[CH2:21][C:22]3([CH3:23])[CH3:24])[cH:10][cH:11][cH:12]2)[CH2:2][CH2:3]1.[Na+:30].[OH-:29].[OH2:33]>>[CH:1]1([C:4](=[O:5])[NH:6][c:7]2[cH:8][c:9]([CH:13]3[NH:14][c:15]4[cH:16][cH:17][c:18]([C:25](=[O:26])[OH:27])[cH:19][c:20]4[CH2:21][C:22]3([CH3:23])[CH3:24])[cH:10][cH:11][cH:12]2)[CH2:2][CH2:3]1. The reactants are C(C=C)C1(N(C(OC1)(C)C)C(=O)OC(C)(C)C)C(=O)OC (3-tert-butyl 4-methyl 4-allyl-2,2-dimethyloxazolidine-3,4-dicarboxylate), [OH-].[Na+] (NaOH). Run in CO (methanol). Conditions: temperature 60 celsius, time 8 hour. Yields the product OC1OC(C2(COC(N2C(=O)OC(C)(C)C)(C)C)C1)=O (tert-Butyl 8-hydroxy-2,2-dimethyl-6-oxo-3,7-dioxa-1-azaspiro[4.4]nonane-1-carboxylate). Reaction SMILES: [CH2:1]([C:4]1([C:18]([O:20]C)=[O:19])[CH2:8][O:7][C:6]([CH3:10])([CH3:9])[N:5]1[C:11]([O:13][C:14]([CH3:17])([CH3:16])[CH3:15])=[O:12])[CH:2]=C.[OH-:22].[Na+]>CO>[OH:22][CH:2]1[CH2:1][C:4]2([N:5]([C:11]([O:13][C:14]([CH3:17])([CH3:15])[CH3:16])=[O:12])[C:6]([CH3:10])([CH3:9])[O:7][CH2:8]2)[C:18](=[O:19])[O:20]1 |f:1.2|. Procedure details: 1.7 g of 3-tert-butyl 4-methyl 4-allyl-2,2-dimethyloxazolidine-3,4-dicarboxylate were dissolved in 20 ml of methanol and 8 ml of 1 N NaOH were added. The mixture was heated at 60° C. for 3 h, allowed to cool, and the methanol was removed in vacuo. The pH of the aqueous phase was adjusted to 2 with 1 N HCl, and it was extracted 3 times with 50 ml of dichloromethane each time. The combined organic phases were dried with MgSO4, and the solvent was removed in vacuo. The residue was taken up in 80 ml... Reactants: COc1cccc(CCCCCCBr)c1OC, O=C([O-])[O-], COC(=O)c1ccc(O)cc1O, CC(C)=O, [I-], [K+], [K+], [K+]. Yields the product COC(=O)c1ccc(OCCCCCCc2cccc(OC)c2OC)cc1O. RXN SMILES: [Br:1][CH2:2][CH2:3][CH2:4][CH2:5][CH2:6][CH2:7][c:8]1[c:9]([O:16][CH3:17])[c:10]([O:14][CH3:15])[cH:11][cH:12][cH:13]1.[C:30](=[O:31])([O-:32])[O-:33].[CH3:18][O:19][C:20]([c:21]1[c:22]([OH:28])[cH:23][c:24]([OH:27])[cH:25][cH:26]1)=[O:29].[CH3:38][C:39](=[O:40])[CH3:41].[I-:37].[K+:34].[K+:35].[K+:36]>>[CH2:2]([CH2:3][CH2:4][CH2:5][CH2:6][CH2:7][c:8]1[c:9]([O:16][CH3:17])[c:10]([O:14][CH3:15])[cH:11][cH:12][cH:13]1)[O:27][c:24]1[cH:23][c:22]([OH:28])[c:21]([C:20]([O:19][CH3:18])=[O:29])[cH:26][cH:25]1. Reactants: diazonium salt, NC=1C(=CC2=C(OC3=C2C=CC=C3)C1)OC (3-Amino-2-methoxydibenzofuran), S(O)(O)(=O)=O (sulphuric acid), N(=O)[O-].[Na+] (sodium nitrite), N(=O)[O-].[Na+] (sodium nitrite), S(N)(O)(=O)=O (sulphamic acid), C(CS)(=O)O (thioglycolic acid). Reagents/catalysts: C([O-])([O-])=O.[Cu+2] (copper carbonate). Run in C(C)(=O)OCC (Ethyl acetate), O (water), C(C)(=O)O (acetic acid), O (water), O (water). Run at temperature 0 celsius, time 15 minute. The product is COC1=CC2=C(OC3=C2C=CC=C3)C=C1SCC(=O)O (2-(2-methoxydibenzofuran-3-yl-thio)acetic acid). Isolated yield 19.2%. Reaction SMILES: N[C:2]1[C:3]([O:15][CH3:16])=[CH:4][C:5]2[C:9]3[CH:10]=[CH:11][CH:12]=[CH:13][C:8]=3[O:7][C:6]=2[CH:14]=1.S(=O)(=O)(O)O.N([O-])=O.[Na+].S(=O)(=O)(O)N.[C:31]([OH:35])(=[O:34])[CH2:32][SH:33]>C(O)(=O)C.O.C(=O)([O-])[O-].[Cu+2].C(OCC)(=O)C>[CH3:16][O:15][C:3]1[C:2]([S:33][CH2:32][C:31]([OH:35])=[O:34])=[CH:14][C:6]2[O:7][C:8]3[CH:13]=[CH:12][CH:11]=[CH:10][C:9]=3[C:5]=2[CH:4]=1 |f:2.3,8.9|. Reported procedure: 3-Amino-2-methoxydibenzofuran (10 g, 46.9 mmol) was stirred in a mixture of acetic acid (100 ml), water (120 ml) and concentrated sulphuric acid (23.5 ml) at 80° C. for 15 minutes. The mixture was cooled to 0° C. and a solution of sodium nitrite (3.9 g, 57 mmol) in water (15 ml) was added at such a rate that the temperature did not exceed 4° C. The mixture was cooled -5° C. After 15 minutes, the excess sodium nitrite was decomposed by addition of an excess of sulphamic acid (0.9 g). The solution... Starting materials: C(C)(C)(C)OC(=O)N1C(=CC2=CC(=CC=C12)CO)C=1C2=C(N(N1)C(=O)OC(C)(C)C)C=C(S2)CN2CCCCC2 (2-(1-tert-butoxycarbonyl-5-piperidin-1-ylmethyl-1H-thieno[3,2-c]pyrazol-3-yl)-5-hydroxymethyl-indole-1-carboxylic acid tert-butyl ester), C(C)(C)(C)OC(=O)N1C(=CC2=CC(=CC=C12)CO)C=1C2=C(N(N1)C(=O)OC(C)(C)C)C=C(S2)CN2CCCCC2 (2-(1-tert-butoxycarbonyl-5-piperidin-1-ylmethyl-1H-thieno[3,2-c]pyrazol-3-yl)-5-hydroxymethyl-indole-1-carboxylic acid tert-butyl ester), [OH-].[Na+] (sodium hydroxide). Solvent: O1CCCC1 (tetrahydrofuran), O (water), C(C)(=O)OCC (ethyl acetate). Reaction conditions: temperature 65 celsius, time 8 hour. Yields the product N1(CCCCC1)CC1=CC=2NN=C(C2S1)C=1NC2=CC=C(C=C2C1)CO ([2-(5-piperidin-1-ylmethyl-1H-thieno[3,2-c]pyrazol-3-yl)-1H-indol-5-yl]-methanol). Isolated yield 5.5%. As a reaction SMILES: C(OC([N:8]1[C:16]2[C:11](=[CH:12][C:13]([CH2:17][OH:18])=[CH:14][CH:15]=2)[CH:10]=[C:9]1[C:19]1[C:20]2[S:33][C:32]([CH2:34][N:35]3[CH2:40][CH2:39][CH2:38][CH2:37][CH2:36]3)=[CH:31][C:21]=2[N:22](C(OC(C)(C)C)=O)[N:23]=1)=O)(C)(C)C.[OH-].[Na+]>O1CCCC1.O.C(OCC)(=O)C>[N:35]1([CH2:34][C:32]2[S:33][C:20]3[C:19]([C:9]4[NH:8][C:16]5[C:11]([CH:10]=4)=[CH:12][C:13]([CH2:17][OH:18])=[CH:14][CH:15]=5)=[N:23][NH:22][C:21]=3[CH:31]=2)[CH2:36][CH2:37][CH2:38][CH2:39][CH2:40]1 |f:1.2|. Reported procedure: To 5-(tert-butyl-dimethyl-silanyloxymethyl)-3-iodo-thieno[3,2-c]pyrazole-l1-carboxylic acid tert-butyl ester [410 mg, 0.83 mmol, Intermediate (73)] in tetrahydrofuran (5 mL) was added a 1.0M TBAF solution in tetrahydrofuran (0.92 mL, 0.92 mmol) at 0° C. The solution was stirred at 0° C. for 1 hour. The solvent was removed and the residue was chromatographed through silica gel (dichloromethane/ethyl acetate, 90/10as eluant) to afford 5-hydroxymethyl-3-iodo-thieno[3,2-c]pyrazole-1-carboxylic acid ... The reactants are CN(C)C=O, CCN(C(C)C)C(C)C, O=[N+]([O-])c1cc(C(F)F)c(Cl)cc1F, Cl, Cl, NC1CCN(C2CCOCC2)CC1. The product is O=[N+]([O-])c1cc(C(F)F)c(Cl)cc1NC1CCN(C2CCOCC2)CC1. RXN SMILES: [CH3:39][N:40]([CH3:41])[CH:42]=[O:43].[CH:15]([N:16]([CH2:17][CH3:18])[CH:19]([CH3:20])[CH3:21])([CH3:22])[CH3:23].[Cl:1][c:2]1[c:3]([CH:12]([F:13])[F:14])[cH:4][c:5]([N+:9](=[O:10])[O-:11])[c:6]([F:8])[cH:7]1.[ClH:24].[ClH:25].[O:26]1[CH2:27][CH2:28][CH:29]([N:32]2[CH2:33][CH2:34][CH:35]([NH2:38])[CH2:36][CH2:37]2)[CH2:30][CH2:31]1>>[Cl:1][c:2]1[c:3]([CH:12]([F:13])[F:14])[cH:4][c:5]([N+:9](=[O:10])[O-:11])[c:6]([NH:38][CH:35]2[CH2:34][CH2:33][N:32]([CH:29]3[CH2:28][CH2:27][O:26][CH2:31][CH2:30]3)[CH2:37][CH2:36]2)[cH:7]1.